From a dataset of the Open Reaction Database (ORD), a public repository of structured organic reaction records. describe an organic reaction: reactants, conditions, products, and yield The reactants are CSc1ccc([N+](=O)[O-])cn1, CCO, O=[N+]([O-])c1cnc(Cl)nc1O, [Na], O, O. The product is CSc1ccc(Nc2ncc([N+](=O)[O-])c(O)n2)cn1. Reaction SMILES: [CH3:1][S:2][c:3]1[n:4][cH:5][c:6]([N+:9]([O-:10])=[O:11])[cH:7][cH:8]1.[CH3:25][CH2:26][OH:27].[Cl:14][c:15]1[n:16][cH:17][c:18]([N+:22](=[O:23])[O-:24])[c:19]([OH:21])[n:20]1.[Na:13].[OH2:12].[OH2:28]>>[CH3:1][S:2][c:3]1[n:4][cH:5][c:6]([NH:9][c:15]2[n:16][cH:17][c:18]([N+:22](=[O:23])[O-:24])[c:19]([OH:21])[n:20]2)[cH:7][cH:8]1. The reactants are C(C1=CC=CC=C1)N(CC(COC1=C(C(=CC=C1)N)O)O)C(C)(C)C (1-(N-benzyl-tert.-butylamino)-3-(3-amino-2-hydroxy-phenoxy)-2-propanol), ClC(=O)OC (methyl chloroformate). Solvent: C(C)(C)O.O (isopropanol water). The product is C(C1=CC=CC=C1)N(CC(COC1=C(C(=CC=C1)NC(=O)OC)O)O)C(C)(C)C (1-(N-benzyl-tert.-butylamino)-3-(2-hydroxy-3-methoxycarbonylamino-phenoxy)-2-propanol). Reaction SMILES: [CH2:1]([N:8]([C:22]([CH3:25])([CH3:24])[CH3:23])[CH2:9][CH:10]([OH:21])[CH2:11][O:12][C:13]1[CH:18]=[CH:17][CH:16]=[C:15]([NH2:19])[C:14]=1[OH:20])[C:2]1[CH:7]=[CH:6][CH:5]=[CH:4][CH:3]=1.Cl[C:27]([O:29][CH3:30])=[O:28]>C(O)(C)C.O>[CH2:1]([N:8]([C:22]([CH3:25])([CH3:24])[CH3:23])[CH2:9][CH:10]([OH:21])[CH2:11][O:12][C:13]1[CH:18]=[CH:17][CH:16]=[C:15]([NH:19][C:27]([O:29][CH3:30])=[O:28])[C:14]=1[OH:20])[C:2]1[CH:7]=[CH:6][CH:5]=[CH:4][CH:3]=1 |f:2.3|. Procedure details: 14.5 g of 1-(N-benzyl-tert.-butylamino)-3-(3-amino-2-hydroxy-phenoxy)-2-propanol are dissolved in 140 ml of an isopropanol/water mixture (1:1) and 5.0 ml of methyl chloroformate are added, at 15°-20°, whilst stirring vigorously and stirring is continued for a further 11/2 hours at room temperature, the reaction mixture is then evaporated and the residue is dissolved in 50 ml of water. After extraction with 20 ml of ethyl acetate, the acid aqueous phase is rendered alkaline with concentrated sodi... Reactants: C(CCC)ON=C(C(=O)OCC)C(=O)C (ethyl 2-n-butoxyimino-acetoacetate), BrBr (bromine). Yields the product BrCC(C(C(=O)OCC)=NOCCCC)=O (ethyl 4-bromo-2-n-butoxyimino-acetoacetate). The yield is 90.3%. As a reaction SMILES: [CH2:1]([O:5][N:6]=[C:7]([C:13]([CH3:15])=[O:14])[C:8]([O:10][CH2:11][CH3:12])=[O:9])[CH2:2][CH2:3][CH3:4].[Br:16]Br>>[Br:16][CH2:15][C:13](=[O:14])[C:7](=[N:6][O:5][CH2:1][CH2:2][CH2:3][CH3:4])[C:8]([O:10][CH2:11][CH3:12])=[O:9]. Reported procedure: 76 g (0.35 mole) of ethyl 2-n-butoxyimino-acetoacetate and 18 ccs (0.35 mole) of bromine react analogously to Example 4, stage 2, to give 93 g of ethyl 4-bromo-2-n-butoxyimino-acetoacetate. Reactants: ClC=1C=C2C=C(N(C2=CC1)S(=O)(=O)C1=CC=CC=C1)C(=O)OCC (ethyl 5-chloro-1-(phenylsulfonyl)-1H-indole-2-carboxylate), C(C)(=O)OC(C)=O (acetic anhydride), S(O)(O)(=O)=O (sulfuric acid). Solvent: ClCCl (dichloromethane). Run at time 3 hour. Product: ClC=1C=C2C(=C(N(C2=CC1)S(=O)(=O)C1=CC=CC=C1)C(=O)OCC)S(=O)(=O)O (5-Chloro-2-(ethoxycarbonyl)-1-(phenylsulfonyl)-1H-indole-3-sulfonic acid). RXN SMILES: [Cl:1][C:2]1[CH:3]=[C:4]2[C:8](=[CH:9][CH:10]=1)[N:7]([S:11]([C:14]1[CH:19]=[CH:18][CH:17]=[CH:16][CH:15]=1)(=[O:13])=[O:12])[C:6]([C:20]([O:22][CH2:23][CH3:24])=[O:21])=[CH:5]2.C(OC(=O)C)(=O)C.[S:32](=O)(=[O:35])([OH:34])[OH:33]>ClCCl>[Cl:1][C:2]1[CH:3]=[C:4]2[C:8](=[CH:9][CH:10]=1)[N:7]([S:11]([C:14]1[CH:19]=[CH:18][CH:17]=[CH:16][CH:15]=1)(=[O:13])=[O:12])[C:6]([C:20]([O:22][CH2:23][CH3:24])=[O:21])=[C:5]2[S:32]([OH:35])(=[O:34])=[O:33]. Procedure: To a solution of ethyl 5-chloro-1-(phenylsulfonyl)-1H-indole-2-carboxylate (5.56 g, 15.3 mmol) in 50 mL of dichloromethane at 0° C. was added acetic anhydride (7.23 mL, 76.6 mmol), followed by dropwise addition of concentrated sulfuric acid. The solution was warmed to room temperature, stirred for 3 hours, and partitioned between 0.5 L of EtOAc and 0.5 L of 3N HCl solution. The organic phase was washed with brine, dried with Na2SO4, filtered, and concentrated in vacuo. The product was reconcentr... Starting materials: CO (methyl alcohol), C(=O)OCC (Ethyl formate), O1C(CCCC1)O[C@H]1C[C@@H]2CC[C@H]3[C@@H]4CC[C@H](C(C)=O)[C@]4(CC([C@@H]3[C@]2(CC1)C)=O)C (3α-(tetrahydropyran-2ξ-yloxy)-5α-pregnane-11,20-dione), [H-].[Na+] (sodium hydride). The solvent is CS(=O)C (dimethyl sulphoxide). Conditions: time 4 hour. Yields the product C(=O)CC([C@H]1CC[C@H]2[C@@H]3CC[C@H]4C[C@@H](CC[C@]4(C)[C@H]3C(C[C@]12C)=O)OC1OCCCC1)=O (21-Formyl-3α-(tetrahydropyran-2ξ-yloxy)-5α-pregnane-11,20-dione). RXN SMILES: [CH:1](OCC)=[O:2].[O:6]1[CH2:11][CH2:10][CH2:9][CH2:8][CH:7]1[O:12][C@@H:13]1[CH2:32][CH2:31][C@@:30]2([CH3:33])[C@@H:15]([CH2:16][CH2:17][C@@H:18]3[C@@H:29]2[C:28](=[O:34])[CH2:27][C@@:26]2([CH3:35])[C@H:19]3[CH2:20][CH2:21][C@@H:22]2[C:23](=[O:25])[CH3:24])[CH2:14]1.[H-].[Na+].CO>CS(C)=O>[CH:1]([CH2:24][C:23](=[O:25])[C@@H:22]1[C@:26]2([CH3:35])[C@H:19]([C@H:18]3[C@H:29]([C:28](=[O:34])[CH2:27]2)[C@:30]2([CH3:33])[C@H:15]([CH2:14][C@H:13]([O:12][CH:7]4[CH2:8][CH2:9][CH2:10][CH2:11][O:6]4)[CH2:32][CH2:31]2)[CH2:16][CH2:17]3)[CH2:20][CH2:21]1)=[O:2] |f:2.3|. Reported procedure: Ethyl formate (0.7 ml) was added to a mixture of 3α-(tetrahydropyran-2ξ-yloxy)-5α-pregnane-11,20-dione (840 mg) and sodium hydride (130 mg) in dry dimethyl sulphoxide (15 ml). The mixture was stirred, under nitrogen for 11/4 hrs., then treated with methyl alcohol to destroy excess sodium hydride, and poured into dilute hydrochloric acid. The precipitate was collected, washed and dried to give title compound (943 mg). The reactants are ClCC1CC1 ((chloromethyl)cyclopropane), C([O-])([O-])=O.[K+].[K+] (potassium carbonate), [I-].[K+] (potassium iodide), FC1=C(C=C(C(=O)O)C=C1)O (4-Fluoro-3-hydroxybenzoic acid), CN(C)C=O (DMF). The solvent is O (water). Run at temperature 90 celsius, time 6 hour. The product is C1(CC1)COC=1C=C(C=CC1F)C(N)C1=CC=C(C=C1)F ((3-(cyclopropylmethoxy)-4-fluorophenyl)(4-fluorophenyl)methanamine). Reaction SMILES: [F:1][C:2]1[CH:10]=[CH:9][C:5](C(O)=O)=[CH:4][C:3]=1O.Cl[CH2:13][CH:14]1[CH2:16][CH2:15]1.[C:17](=[O:20])([O-])[O-].[K+].[K+].[I-].[K+].C[N:26]([CH:28]=O)C>O>[CH:16]1([CH2:15][O:20][C:17]2[CH:9]=[C:5]([CH:28]([C:5]3[CH:4]=[CH:3][C:2]([F:1])=[CH:10][CH:9]=3)[NH2:26])[CH:4]=[CH:3][C:2]=2[F:1])[CH2:14][CH2:13]1 |f:2.3.4,5.6|. Procedure details: 4-Fluoro-3-hydroxybenzoic acid (2.0 g) was dissolved in DMF (15 mL). To the solution, (chloromethyl)cyclopropane (2.4 mL), potassium carbonate (3.9 g), and potassium iodide (212 mg) were added, and the mixture was stirred at 90° C. for 6 hours. The reaction mixture was cooled to room temperature, water (30 mL) was then added thereto, and the resultant mixture was then extracted with toluene (30 mL). The organic layer was washed with brine (30 mL), dried over anhydrous sodium sulfate, and then co... Reactants: C(C)(C)(C)OC(=O)N(CCCSC1=NC2=C(N1CC(=O)OC(C)(C)C)C=CC=C2)CCC2=CC=CC=C2 (tert-Butyl {2-[3-(tert-butoxycarbonyl-phenethyl-amino)-propylsulfanyl]-benzoimidazol-1-yl}-acetate), Cl (HCl). Run in C(C)(=O)OCC (ethyl acetate). Reaction conditions: time 1 hour. Product: [Cl-].C(C)(C)(C)OC(=O)CN1C(=NC2=C1C=CC=C2)SCCC[NH2+]CCC2=CC=CC=C2 ([3-(1-tert-Butoxycarbonylmethyl-1H-benzoimidazol-2-ylsulfanyl)-propyl]-phenethyl-ammonium chloride). As a reaction SMILES: C(OC([N:8]([CH2:30][CH2:31][C:32]1[CH:37]=[CH:36][CH:35]=[CH:34][CH:33]=1)[CH2:9][CH2:10][CH2:11][S:12][C:13]1[N:17]([CH2:18][C:19]([O:21][C:22]([CH3:25])([CH3:24])[CH3:23])=[O:20])[C:16]2[CH:26]=[CH:27][CH:28]=[CH:29][C:15]=2[N:14]=1)=O)(C)(C)C.[ClH:38]>C(OCC)(=O)C>[Cl-:38].[C:22]([O:21][C:19]([CH2:18][N:17]1[C:16]2[CH:26]=[CH:27][CH:28]=[CH:29][C:15]=2[N:14]=[C:13]1[S:12][CH2:11][CH2:10][CH2:9][NH2+:8][CH2:30][CH2:31][C:32]1[CH:33]=[CH:34][CH:35]=[CH:36][CH:37]=1)=[O:20])([CH3:25])([CH3:23])[CH3:24] |f:3.4|. Reported procedure: tert-Butyl {2-[3-(tert-butoxycarbonyl-phenethyl-amino)-propylsulfanyl]-benzoimidazol-1-yl}-acetate (Precursor J-01b, 199 mg, 0.38 mmol) is dissolved in a 1M HCl solution in ethyl acetate (1.89 ml). The resulting solution is stirred at rt for 1 h. The solvent is evaporated and the crude solid is dissolved in dichloromethane, the resulting organic phase is washed with a saturated aqueous NaHCO3 solution and with water. Evaporation of the solvent in vacuo and chromatography of the residue on silica... Procedure details: 0.24 ml (5.8 mmol) of 100% strength nitric acid was added to 1.9 g (5.8 mmol) of 2-(4-chloro-2-fluoro-5-hydroxyphenyl)-3-chloro-5-trifluoromethylpyridine in 50 ml of concentrated sulfuric acid. The reaction mixture was stirred at about 20° C. for 10 hours and then poured into 100 ml of ice-water. The solids were subsequently removed and dried at 40° C. in a vacuum drying cabinet. Yield: 79%; m.p.: 67-72° C. RXN SMILES: [N+:1]([O-:4])(O)=[O:2].[Cl:5][C:6]1[C:11]([OH:12])=[CH:10][C:9]([C:13]2[C:18]([Cl:19])=[CH:17][C:16]([C:20]([F:23])([F:22])[F:21])=[CH:15][N:14]=2)=[C:8]([F:24])[CH:7]=1>S(=O)(=O)(O)O>[Cl:5][C:6]1[CH:7]=[C:8]([F:24])[C:9]([C:13]2[C:18]([Cl:19])=[CH:17][C:16]([C:20]([F:23])([F:22])[F:21])=[CH:15][N:14]=2)=[C:10]([N+:1]([O-:4])=[O:2])[C:11]=1[OH:12]. Product: ClC1=C(C(=C(C(=C1)F)C1=NC=C(C=C1Cl)C(F)(F)F)[N+](=O)[O-])O (2-(4-Chloro-6-fluoro-3-hydroxy-2-nitrophenyl)-3-chloro-5-trifluoromethylpyridine). Run at temperature 20 celsius, time 10 hour. Reactants: [N+](=O)(O)[O-] (nitric acid), ClC1=CC(=C(C=C1O)C1=NC=C(C=C1Cl)C(F)(F)F)F (2-(4-chloro-2-fluoro-5-hydroxyphenyl)-3-chloro-5-trifluoromethylpyridine), ice water. Run in S(O)(O)(=O)=O (sulfuric acid). Isolated yield 79.0%.